This data is from the Open Reaction Database (ORD), a public repository of structured organic reaction records. The task is: describe an organic reaction: reactants, conditions, products, and yield The reactants are COC(CC=1C=C(C=CC1)C1=C(C=CC=C1OC)C=O)=O ((2′-formyl-6′-methoxy-biphenyl-3-yl)-acetic acid methyl ester), NCCN1CCOCC1 (4-(2-aminoethyl)morpholine). Product: COC(CC=1C=C(C=CC1)C1=C(C=CC=C1OC)CNCCN1CCOCC1)=O ({6′-Methoxy-2′-[(2-morpholin-4-yl-ethylamino)-methyl]-biphenyl-3-yl}-acetic acid methyl ester). RXN SMILES: [CH3:1][O:2][C:3](=[O:21])[CH2:4][C:5]1[CH:6]=[C:7]([C:11]2[C:16]([O:17][CH3:18])=[CH:15][CH:14]=[CH:13][C:12]=2[CH:19]=O)[CH:8]=[CH:9][CH:10]=1.[NH2:22][CH2:23][CH2:24][N:25]1[CH2:30][CH2:29][O:28][CH2:27][CH2:26]1>>[CH3:1][O:2][C:3](=[O:21])[CH2:4][C:5]1[CH:6]=[C:7]([C:11]2[C:16]([O:17][CH3:18])=[CH:15][CH:14]=[CH:13][C:12]=2[CH2:19][NH:22][CH2:23][CH2:24][N:25]2[CH2:30][CH2:29][O:28][CH2:27][CH2:26]2)[CH:8]=[CH:9][CH:10]=1. Procedure details: Prepared according to the procedure described in Example 33, Step 4, using the following starting materials: (2′-formyl-6′-methoxy-biphenyl-3-yl)-acetic acid methyl ester and 4-(2-aminoethyl)morpholine. Reactants: ClC1=CC2=CN(N=C2C(=C1)C(CO)OCC1(CCN(CC1)C(=O)OC(C)(C)C)C1=CC=C(C=C1)F)COCC[Si](C)(C)C (tert-butyl 4-((1-(5-chloro-2-((2-(trimethylsilyl)ethoxy)methyl)-2H-indazol-7-yl)-2-hydroxyethoxy)methyl)-4-(4-fluorophenyl)piperidine-1-carboxylate), C(C)#N (ACETONITRILE), C(C)(C)N(CC)C(C)C (diisopropylethylamine), F.F.F.C(C)(C)N(CC)C(C)C (Diisopropylethylamine trihydrofluoride), FC(C(C(C(F)(F)F)(F)F)(F)F)(S(=O)(=O)F)F (perfluoro-1-butanesulfonyl fluoride), C(=O)(O)[O-].[Na+] (NaHCO3). Solvent: CCOCC (ether). Conditions: time 8 hour. The product is ClC1=CC2=CN(N=C2C(=C1)C(CF)OCC1(CCN(CC1)C(=O)OC(C)(C)C)C1=CC=C(C=C1)F)COCC[Si](C)(C)C (Tert-butyl 4-((1-(5-chloro-2-((2-(trimethylsilyl)ethoxy)methyl)-2H-indazol-7-yl)-2-fluoroethoxy)methyl)-4-(4-fluorophenyl)piperidine-1-carboxylate). Yield: 95.1%. Reaction SMILES: [Cl:1][C:2]1[CH:10]=[C:9]([CH:11]([O:14][CH2:15][C:16]2([C:29]3[CH:34]=[CH:33][C:32]([F:35])=[CH:31][CH:30]=3)[CH2:21][CH2:20][N:19]([C:22]([O:24][C:25]([CH3:28])([CH3:27])[CH3:26])=[O:23])[CH2:18][CH2:17]2)[CH2:12]O)[C:8]2[C:4](=[CH:5][N:6]([CH2:36][O:37][CH2:38][CH2:39][Si:40]([CH3:43])([CH3:42])[CH3:41])[N:7]=2)[CH:3]=1.C(#N)C.C(N(C(C)C)CC)(C)C.F.F.F.C(N(C(C)C)CC)(C)C.[F:68]C(F)(S(F)(=O)=O)C(F)(F)C(F)(F)C(F)(F)F.C([O-])(O)=O.[Na+]>CCOCC>[Cl:1][C:2]1[CH:10]=[C:9]([CH:11]([O:14][CH2:15][C:16]2([C:29]3[CH:34]=[CH:33][C:32]([F:35])=[CH:31][CH:30]=3)[CH2:21][CH2:20][N:19]([C:22]([O:24][C:25]([CH3:26])([CH3:27])[CH3:28])=[O:23])[CH2:18][CH2:17]2)[CH2:12][F:68])[C:8]2[C:4](=[CH:5][N:6]([CH2:36][O:37][CH2:38][CH2:39][Si:40]([CH3:42])([CH3:43])[CH3:41])[N:7]=2)[CH:3]=1 |f:3.4.5.6,8.9|. Procedure: To a solution of tert-butyl 4-((1-(5-chloro-2-((2-(trimethylsilyl)ethoxy)methyl)-2H-indazol-7-yl)-2-hydroxyethoxy)methyl)-4-(4-fluorophenyl)piperidine-1-carboxylate (440 mg, 0.694 mmol) in ACETONITRILE (0.1 mL, 1.915 mmol) at room temperature was added diisopropylethylamine (0.545 mL, 3.12 mmol), Diisopropylethylamine trihydrofluoride (197 mg, 1.041 mmol), and perfluoro-1-butanesulfonyl fluoride (0.249 mL, 1.387 mmol). The reaction was stirred at room temperature overnight. It was then poured in... Starting materials: O=C(NCCCC=1C=CC=C(F)C1)C(F)(F)F. Reagents/catalysts: O1B(OC(C)(C)C1(C)C)B2OC(C)(C)C(O2)(C)C, O=S(=O)([O-])CC=1C=NC(=CC1)C2=NC=C(C=C2)C.CCCC[N+](CCCC)(CCCC)CCCC, C[OH2+].C[OH2+].C1CC=CCCC=C1.C1CC=CCCC=C1.[Ir].[Ir]. Solvent: O1CCCC1. Run at temperature 35 celsius, time 20 hour. Product: O=C(NCCCC=1C=C(F)C=C(C1)B2OC(C)(C)C(O2)(C)C)C(F)(F)F, O=C(NCCCC1=CC=C(B2OC(C)(C)C(O2)(C)C)C(F)=C1)C(F)(F)F. Yield: 7.0%. Procedure details: Following general procedure F using N‐(3‐(3‐fluorophenyl)propyl)‐2,2,2‐trifluoroacetamide (62.3 mg, 0.25 mmol), B2pin2 (127 mg, 0.50 mmol), [Ir(COD)OMe]2 (2.5 mg, 0.00375 mmol) and 1a (3.8 mg, 0.0075 mmol) in THF (1.25 mL). The reaction was stirred at 35 °C for 20 hours before cooling and the solvents removed. Analysis of crude 1 H NMR using internal standard 1,2‐dimethoxyethane showed 13.0:1 meta:para borylation in 97% yield. The crude product was purified by silica gel chromatography (Pet. Eth... Starting materials: BrC(C)Br (dibromoethane), ice methanol dry ice, N1=C(C=CC=C1)C=1NC(NC1C1=NC=CC=C1)=S (4,5-di(2-pyridyl)-1H-imidazole-2-thione), suspension, [H-].[K+] (potassium hydride), O (water). Solvent: CN(C=O)C (dimethylformamide), CN(C=O)C (dimethylformamide). Run at time 2 hour. Yields the product N1=C(C=CC=C1)C1=C(N=C2SCCN21)C2=NC=CC=C2 (5,6-di-(2-pyridyl)-2,3-dihydroimidazo[2,1-b]thiazole). As a reaction SMILES: [N:1]1[CH:6]=[CH:5][CH:4]=[CH:3][C:2]=1[C:7]1[NH:8][C:9](=[S:18])[NH:10][C:11]=1[C:12]1[CH:17]=[CH:16][CH:15]=[CH:14][N:13]=1.[H-].[K+].Br[CH:22](Br)[CH3:23].O>CN(C)C=O>[N:1]1[CH:6]=[CH:5][CH:4]=[CH:3][C:2]=1[C:7]1[N:8]2[C:9]([S:18][CH2:22][CH2:23]2)=[N:10][C:11]=1[C:12]1[CH:17]=[CH:16][CH:15]=[CH:14][N:13]=1 |f:1.2|. Procedure details: A mixture of 16.57 g (0.065 m) of 4,5-di(2-pyridyl)-1H-imidazole-2-thione in 150 ml of dimethylformamide was stirred at -15° (ice-methanol-dry ice) under nitrogen and 27 ml (6.2 g, 0.15 m) of a 24% suspension of potassium hydride in mineral oil was added gradually. After about 2 hours, a solution of 11.8 g (5.42 ml, 0.0634 m) of dibromoethane in 60 ml of dimethylformamide was added dropwise. The reaction mixture was allowed to attain room temperature overnight. The mixture was poured into 600 ml...